describe an organic reaction: reactants, conditions, products, and yield From a dataset of the Open Reaction Database (ORD), a public repository of structured organic reaction records. Reactants: FC=1C(=NC=C(C1)Cl)C1=NN(C(=C1)O)C (3-(3-fluoro-5-chloro-2-pyridyl)-5-hydroxy-1-methyl-[1H]-pyrazole), [I-].[Na+] (sodium iodide), C([O-])([O-])=O.[K+].[K+] (potassium carbonate), FC(CO)(F)F.CC1=CC=C(C=C1)S(=O)(=O)[O-] (2,2,2-trifluoro-ethanol 4-methylbenzenesulfonate). The solvent is CN1C(CCC1)=O (N-methylpyrrolidone). Run at temperature 80 celsius, time 8 hour. The product is FC=1C(=NC=C(C1)Cl)C1=NN(C(=C1)OCC(F)(F)F)C (3-(3-Fluoro-5-chloro-2-pyridyl)-5-(2.2.2-trifluoroethoxy)-1-methyl-[1H]-pyrazole). Isolated yield 67.3%. RXN SMILES: [F:1][C:2]1[C:3]([C:9]2[CH:13]=[C:12]([OH:14])[N:11]([CH3:15])[N:10]=2)=[N:4][CH:5]=[C:6]([Cl:8])[CH:7]=1.C(=O)([O-])[O-].[K+].[K+].[F:22][C:23]([F:27])([F:26])[CH2:24]O.CC1C=CC(S([O-])(=O)=O)=CC=1.[I-].[Na+]>CN1CCCC1=O>[F:1][C:2]1[C:3]([C:9]2[CH:13]=[C:12]([O:14][CH2:24][C:23]([F:27])([F:26])[F:22])[N:11]([CH3:15])[N:10]=2)=[N:4][CH:5]=[C:6]([Cl:8])[CH:7]=1 |f:1.2.3,4.5,6.7|. Reported procedure: 3.0 g of 3-(3-fluoro-5-chloro-2-pyridyl)-5-hydroxy-1-methyl-[1H]-pyrazole (Example H14) are initially introduced into 30 ml of N-methylpyrrolidone (NMP) together with 3.64 g of potassium carbonate, and 3.49 g of 2,2,2-trifluoro-ethanol 4-methylbenzenesulfonate are added. 0.3 g of sodium iodide is then added and the mixture is stirred overnight at 80° C. It is then cooled to 22° C. and partitioned between dilute hydrochloric acid and diethyl ether. After extraction by shaking and separation of th...